Task: describe an organic reaction: reactants, conditions, products, and yield. Dataset: the Open Reaction Database (ORD), a public repository of structured organic reaction records Reactants: ClCCC(=O)Cl (3-chloropropionyl chloride), FC1=CC=CC=C1 (fluorobenzene), FC=1C=C2CCC(C2=CC1)=O (5-fluoro-1-indanone), 5H-indeno[1,2b]pyridine, C1(CCC2=CC=CC=C12)=O (1-indanone), ice, ketone, FC=1C=C2CC=3C(=NC=CC3)C2=CC1 (7-fluoro-5H-indeno[1,2-b]pyridine), [Cl-].[Al+3].[Cl-].[Cl-] (Aluminum chloride). Run in C(Cl)Cl (methylene chloride), C(Cl)Cl (methylene chloride), C(Cl)Cl (methylene chloride). Run at time 15 minute. The product is ClCC(CC1=CC=C(C=C1)F)=O (3-Chloro-1-(4-fluorophenyl)propanone). Yield: 9.0%. Reaction SMILES: FC1C=C2[C:8](=CC=1)[C:7](=[O:11])[CH2:6]C2.FC1C=C2C(=CC=1)C1=NC=CC=C1C2.C1(=O)C2C(=CC=CC=2)CC1.[Cl-].[Al+3].[Cl-].[Cl-].[Cl:40]CCC(Cl)=O.[F:46][C:47]1[CH:52]=[CH:51][CH:50]=[CH:49][CH:48]=1>C(Cl)Cl>[Cl:40][CH2:6][C:7](=[O:11])[CH2:8][C:50]1[CH:51]=[CH:52][C:47]([F:46])=[CH:48][CH:49]=1 |f:3.4.5.6|. Procedure: The procedure used for the preparation of 5-fluoro-1-indanone is that of Olivier and Marechal (E. Bull. Soc., Chim. Fr. (1973) 3092-3095) with modifications. The conversion of the ketone to 7-fluoro-5H-indeno[1,2-b]pyridine followed the general procedure described by Parcell and Hauck (J. Org. Chem. (1963) 28, 3468-3473) for the preparation of 5H-indeno[1,2b]pyridine from 1-indanone. ##STR110## Aluminum chloride (350 g, 2.62 mol) was covered with 650 mL methylene chloride and, while stirring und... The reactants are FC(OC1=C(C(=O)NCC=2N=C(OC2)C2=CC(=C(C=C2)OC)O)C=CC=C1)F (2-difluoromethoxy-N-[2-(3-hydroxy-4-methoxyphenyl)oxazol-4-ylmethyl]-benzamide), C(C=C)Br (allyl bromide). Yields the product C(C=C)OC=1C=C(C=CC1OC)C=1OC=C(N1)CNC(C1=C(C=CC=C1)OC(F)F)=O (N-[2-(3-allyloxy-4-methoxyphenyl)-oxazol-4-ylmethyl]-2-difluoromethoxybenzamide). Reaction SMILES: [F:1][CH:2]([F:28])[O:3][C:4]1[CH:27]=[CH:26][CH:25]=[CH:24][C:5]=1[C:6]([NH:8][CH2:9][C:10]1[N:11]=[C:12]([C:15]2[CH:20]=[CH:19][C:18]([O:21][CH3:22])=[C:17]([OH:23])[CH:16]=2)[O:13][CH:14]=1)=[O:7].[CH2:29](Br)[CH:30]=[CH2:31]>>[CH2:31]([O:23][C:17]1[CH:16]=[C:15]([C:12]2[O:13][CH:14]=[C:10]([CH2:9][NH:8][C:6](=[O:7])[C:5]3[CH:24]=[CH:25][CH:26]=[CH:27][C:4]=3[O:3][CH:2]([F:1])[F:28])[N:11]=2)[CH:20]=[CH:19][C:18]=1[O:21][CH3:22])[CH:30]=[CH2:29]. Procedure details: Using the compound obtained in Example 321 and allyl bromide, white powdery N-[2-(3-allyloxy-4-methoxyphenyl)-oxazol-4-ylmethyl]-2-difluoromethoxybenzamide was obtained following the procedure of Example 3. Reactants: ClCCCBr, O=C([O-])[O-], CN(C)C=O, [K+], [K+], COC(=O)CC1COc2cc(O)ccc21. Product: COC(=O)CC1COc2cc(OCCCCl)ccc21. RXN SMILES: [Br:16][CH2:17][CH2:18][CH2:19][Cl:20].[C:21](=[O:22])([O-:23])[O-:24].[CH3:27][N:28]([CH3:29])[CH:30]=[O:31].[K+:25].[K+:26].[OH:1][c:2]1[cH:3][c:4]2[c:5]([cH:14][cH:15]1)[CH:6]([CH2:9][C:10](=[O:11])[O:12][CH3:13])[CH2:7][O:8]2>>[O:1]([c:2]1[cH:3][c:4]2[c:5]([cH:14][cH:15]1)[CH:6]([CH2:9][C:10](=[O:11])[O:12][CH3:13])[CH2:7][O:8]2)[CH2:17][CH2:18][CH2:19][Cl:20]. The reactants are ClC1=CC=C(C=C1)N1N=C2C(=CNC(=C2C2=CC=C(C=C2)C#CCO)C)C1=O (2-(4Chlorophenyl)-2,5-dihydro-7-[4-(3-hydroxyprop-1-yn-1-yl)phenyl]-6-methylpyrazolo[4,3-c]pyridin-3-one), N1=C(C=CC=C1C)C (2,6-lutidine), [Cl-].[Li+] (lithium chloride), CS(=O)(=O)Cl (methanesulphonyl chloride). Run in CN(C=O)C (N,N-dimethylformamide). Run at time 7 hour. The product is ClC1=CC=C(C=C1)N1N=C2C(=CNC(=C2C2=CC=C(C=C2)C#CCCl)C)C1=O (2-(4-Chlorophenyl)-7-[4-(3-chloroprop-1-yn-1-yl)phenyl]-2,5-dihydro-6-methylpyrazolo[4,3-c]pyridin-3-one). The yield is 75.6%. RXN SMILES: [Cl:1][C:2]1[CH:7]=[CH:6][C:5]([N:8]2[C:27](=[O:28])[C:11]3=[CH:12][NH:13][C:14]([CH3:26])=[C:15]([C:16]4[CH:21]=[CH:20][C:19]([C:22]#[C:23][CH2:24]O)=[CH:18][CH:17]=4)[C:10]3=[N:9]2)=[CH:4][CH:3]=1.N1C(C)=CC=CC=1C.[Cl-].[Li+].CS([Cl:43])(=O)=O>CN(C)C=O>[Cl:1][C:2]1[CH:3]=[CH:4][C:5]([N:8]2[C:27](=[O:28])[C:11]3=[CH:12][NH:13][C:14]([CH3:26])=[C:15]([C:16]4[CH:21]=[CH:20][C:19]([C:22]#[C:23][CH2:24][Cl:43])=[CH:18][CH:17]=4)[C:10]3=[N:9]2)=[CH:6][CH:7]=1 |f:2.3|. Procedure: To a solution of the product of Example 68 (0.6 g, 1.5 mmol), 2,6-lutidine (0.72 ml, 6.2 mmol) and lithium chloride (0.262 g, 6.2 mmol) in N,N-dimethylformamide (6 ml) at 0° C. was added methanesulphonyl chloride (0.36 ml, 4.6 mmol) dropwise and the solution allowed to warm to ambient temperature with stirring for 7 hours. The solvent was removed in vacuo and the crude product purified by flash chromatography (silica gel, 5% MeOH/CH2Cl2) to give the product as a yellow solid (0.463 g, 74%). 1H N... Starting materials: ClC(C(C)C)C=1C(=NC=NC1)C(F)(F)F (5-(1-chloro-2-methylpropyl)-4-trifluoromethylpyrimidine), 0.61, C1(=CC=CC=C1)NCCN (N-phenylethylenediamine). Solvent: C(C)(C)O (isopropyl alcohol). Reaction conditions: time 6 hour. Yields the product CC(C(C=1C(=NC=NC1)C(F)(F)F)NCCNC1=CC=CC=C1)C (N-[2-methyl-1-(4-trifluoromethylpyrimidin-5-yl)-propyl]-N′-phenylethane-1,2-diamine). As a reaction SMILES: Cl[CH:2]([C:6]1[C:7]([C:12]([F:15])([F:14])[F:13])=[N:8][CH:9]=[N:10][CH:11]=1)[CH:3]([CH3:5])[CH3:4].[C:16]1([NH:22][CH2:23][CH2:24][NH2:25])[CH:21]=[CH:20][CH:19]=[CH:18][CH:17]=1>C(O)(C)C>[CH3:4][CH:3]([CH3:5])[CH:2]([NH:25][CH2:24][CH2:23][NH:22][C:16]1[CH:21]=[CH:20][CH:19]=[CH:18][CH:17]=1)[C:6]1[C:7]([C:12]([F:15])([F:14])[F:13])=[N:8][CH:9]=[N:10][CH:11]=1. Procedure details: 1.05 g (4.2 mol) of 5-(1-chloro-2-methylpropyl)-4-trifluoromethylpyrimidine and 0.61 (4.2 mol) of N-phenylethylenediamine were added to 10 ml of isopropyl alcohol, followed by stirring at room temperature for 6 hours. After completion of the reaction, the reaction solution was concentrated, then poured into water and extracted with ethyl acetate, and purified by silica gel column chromatography (ethyl acetate:n-hexane=1:1 to ethyl acetate) to obtain 0.38 g of N-[2-methyl-1-(4-trifluoromethylpyri... Reactants: CCOC(=O)CC1CCC(c2cc(N(COCC[Si](C)(C)C)COCC[Si](C)(C)C)n3ncc(-c4cnc5ccccc5c4)c3n2)CC1, C[Si](C)(C)CCOCN(COCC[Si](C)(C)C)c1cc(C2CCC(CC#N)CC2)nc2c(I)cnn12, CCOC(=O)CC1CCC(c2cc(N(COCC[Si](C)(C)C)COCC[Si](C)(C)C)n3ncc(I)c3n2)CC1. Product: C[Si](C)(C)CCOCN(COCC[Si](C)(C)C)c1cc(C2CCC(CC#N)CC2)nc2c(-c3cnc4ccccc4c3)cnn12. RXN SMILES: [CH3:1][Si:2]([CH2:3][CH2:4][O:5][CH2:6][N:7]([c:8]1[cH:9][c:10]([CH:27]2[CH2:28][CH2:29][CH:30]([CH2:33][C:34]([O:35][CH2:36][CH3:37])=[O:38])[CH2:31][CH2:32]2)[n:11][c:12]2[n:13]1[n:14][cH:15][c:16]2-[c:17]1[cH:18][n:19][c:20]2[cH:21][cH:22][cH:23][cH:24][c:25]2[cH:26]1)[CH2:39][O:40][CH2:41][CH2:42][Si:43]([CH3:44])([CH3:45])[CH3:46])([CH3:47])[CH3:48].[CH3:49][Si:50]([CH3:51])([CH3:52])[CH2:53][CH2:54][O:56][CH2:57][N:55]([CH2:58][O:59][CH2:60][CH2:61][Si:62]([CH3:63])([CH3:64])[CH3:65])[c:66]1[n:67]2[n:68][cH:69][c:70]([I:71])[c:72]2[n:73][c:74]([CH:75]2[CH2:76][CH2:77][CH:78]([CH2:79][C:80]#[N:81])[CH2:82][CH2:83]2)[cH:84]1.[CH3:85][Si:86]([CH3:87])([CH3:88])[CH2:89][CH2:90][O:91][CH2:92][N:93]([CH2:94][O:95][CH2:96][CH2:97][Si:98]([CH3:99])([CH3:100])[CH3:101])[c:102]1[n:103]2[n:104][cH:105][c:106]([I:107])[c:108]2[n:109][c:110]([CH:111]2[CH2:112][CH2:113][CH:114]([CH2:115][C:116]([O:117][CH2:118][CH3:119])=[O:120])[CH2:121][CH2:122]2)[cH:123]1>>[CH3:1][Si:2]([CH2:3][CH2:4][O:5][CH2:6][N:7]([c:8]1[cH:9][c:10]([CH:27]2[CH2:28][CH2:29][CH:30]([CH2:33][C:34]#[N:55])[CH2:31][CH2:32]2)[n:11][c:12]2[n:13]1[n:14][cH:15][c:16]2-[c:17]1[cH:18][n:19][c:20]2[cH:21][cH:22][cH:23][cH:24][c:25]2[cH:26]1)[CH2:39][O:40][CH2:41][CH2:42][Si:43]([CH3:44])([CH3:45])[CH3:46])([CH3:47])[CH3:48]. Reactants: C[Si](C1=CC(=CC=C1)[Si](C)(C)C)(C)C (m-bis(trimethylsilyl)benzene), [N+](=O)(O)[O-] (nitric acid), C([O-])([O-])=O.[K+].[K+] (potassium carbonate), C(Cl)Cl (methylene chloride). The solvent is C(C)(=O)OC(C)=O (acetic anhydride), C(C)(=O)OC(C)=O (acetic anhydride). Product: [N+](=O)([O-])C1=CC(=CC=C1)[Si](C)(C)C (1-Nitro-3-trimethylsilylbenzene). Yield: 36.0%. Reaction SMILES: [CH3:1][Si:2]([CH3:14])([CH3:13])[C:3]1[CH:8]=[CH:7][CH:6]=[C:5]([Si](C)(C)C)[CH:4]=1.[N+:15]([O-])([OH:17])=[O:16].C(=O)([O-])[O-].[K+].[K+].C(Cl)Cl>C(OC(=O)C)(=O)C>[N+:15]([C:5]1[CH:6]=[CH:7][CH:8]=[C:3]([Si:2]([CH3:14])([CH3:13])[CH3:1])[CH:4]=1)([O-:17])=[O:16] |f:2.3.4|. Procedure details: To a solution of 1.50 g (6.75 mmol) of m-bis(trimethylsilyl)benzene in 4.0 ml of acetic anhydride was added dropwise a solution of 1.6 ml (35.6 mmol) of 94% nitric acid in 5 ml of acetic anhydride at 130° C. with stirring. The mixture was stirred for 30 minutes. The reaction mixture was poured into a mixture of ice and 2% potassium carbonate solution and methylene chloride and separated. The aqueaus layer was extracted with methylene chloride. The organic layer was washed successively with water...